This data is from the Open Reaction Database (ORD), a public repository of structured organic reaction records. The task is: describe an organic reaction: reactants, conditions, products, and yield Reactants: COC(=O)C1=C(O)CC2(C=CCCC2)CC1, CS(C)=O, [Cl-], [Na+], O. Yields the product O=C1CCCC2(C=CCCC2)C1. RXN SMILES: [CH3:1][O:2][C:3](=[O:4])[C:5]1=[C:6]([OH:16])[CH2:7][C:8]2([CH2:9][CH2:10]1)[CH:11]=[CH:12][CH2:13][CH2:14][CH2:15]2.[CH3:20][S:21]([CH3:22])=[O:23].[Cl-:17].[Na+:18].[OH2:19]>>[CH2:5]1[C:6](=[O:16])[CH2:7][C:8]2([CH2:9][CH2:10]1)[CH:11]=[CH:12][CH2:13][CH2:14][CH2:15]2. Reactants: C(C)(C)(C)OC(=O)N[C@@H](C(=O)N1CCN(CC1)C1=C2C(=NC=C1C(=O)OC)NC=C2)CC2=CC=C(C=C2)Cl ((R)-Methyl 4-(4-(2-(tert-butoxycarbonylamino)-3-(4-chlorophenyl)propanoyl)piperazin-1-yl)-1H-pyrrolo[2,3-b]pyridine-5-carboxylate), C1CCOC1 (THF), [Li+].[OH-] (LiOH). Solvent: O (water), CO (MeOH), CO (MeOH), C(Cl)Cl (DCM). Reaction conditions: temperature 65 celsius. Product: C(C)(C)(C)OC(=O)N[C@@H](C(=O)N1CCN(CC1)C1=C2C(=NC=C1C(=O)O)NC=C2)CC2=CC=C(C=C2)Cl ((R)-4-(4-(2-(tert-butoxycarbonylamino)-3-(4-chlorophenyl)propanoyl)piperazin-1-yl)-1H-pyrrolo[2,3-b]pyridine-5-carboxylic acid). The yield is 24.4%. RXN SMILES: [C:1]([O:5][C:6]([NH:8][C@H:9]([CH2:31][C:32]1[CH:37]=[CH:36][C:35]([Cl:38])=[CH:34][CH:33]=1)[C:10]([N:12]1[CH2:17][CH2:16][N:15]([C:18]2[C:23]([C:24]([O:26]C)=[O:25])=[CH:22][N:21]=[C:20]3[NH:28][CH:29]=[CH:30][C:19]=23)[CH2:14][CH2:13]1)=[O:11])=[O:7])([CH3:4])([CH3:3])[CH3:2].C1COCC1.[Li+].[OH-]>O.CO.C(Cl)Cl>[C:1]([O:5][C:6]([NH:8][C@H:9]([CH2:31][C:32]1[CH:33]=[CH:34][C:35]([Cl:38])=[CH:36][CH:37]=1)[C:10]([N:12]1[CH2:13][CH2:14][N:15]([C:18]2[C:23]([C:24]([OH:26])=[O:25])=[CH:22][N:21]=[C:20]3[NH:28][CH:29]=[CH:30][C:19]=23)[CH2:16][CH2:17]1)=[O:11])=[O:7])([CH3:4])([CH3:2])[CH3:3] |f:2.3|. Procedure details: (R)-Methyl 4-(4-(2-(tert-butoxycarbonylamino)-3-(4-chlorophenyl)propanoyl)piperazin-1-yl)-1H-pyrrolo[2,3-b]pyridine-5-carboxylate (0.210 g, 0.3874 mmol, see Example 2) was placed in 2:1 THF:MeOH (6 mL). 3M LiOH (aq., 1.29 mL, 3.87 mmol) was then added, and the reaction was heated to 65° C. for 2 hours. The reaction was then diluted with water and extracted with DCM. The combined organic fractions were dried, filtered, and concentrated to give a crude residue. The residue was purified by column:c... Reactants: COCOc1ccc(CC(C)(C)C)nc1, ClCCl, O=C(OO)c1cccc(Cl)c1. The product is COCOc1ccc(CC(C)(C)C)[n+]([O-])c1. As a reaction SMILES: [CH3:1][O:2][CH2:3][O:4][c:5]1[cH:6][cH:7][c:8]([CH2:11][C:12]([CH3:13])([CH3:14])[CH3:15])[n:9][cH:10]1.[Cl:27][CH2:28][Cl:29].[OH:16][O:17][C:18]([c:19]1[cH:20][c:21]([Cl:22])[cH:23][cH:24][cH:25]1)=[O:26]>>[CH3:1][O:2][CH2:3][O:4][c:5]1[cH:6][cH:7][c:8]([CH2:11][C:12]([CH3:13])([CH3:14])[CH3:15])[n+:9]([O-:16])[cH:10]1. Reactants: C(=C)C(=O)C=C (divinyl ketone), N[C@@H]1CC2=C(N=C(S2)NC(C2=CC(=CC=C2)CN2N=CC(=C2)C2=CC=C(C=C2)C#N)=O)CC1 (N—((S)-6-amino-4,5,6,7-tetrahydro-benzothiazol-2-yl)-3-[4-(4-cyano-phenyl)-pyrazol-1-ylmethyl]-benzamide). Solvent: C(Cl)Cl (CH2Cl2), C(Cl)Cl (CH2Cl2), CO (MeOH). Conditions: time 3 hour. Product: C(#N)C1=CC=C(C=C1)C=1C=NN(C1)CC=1C=C(C(=O)NC=2SC3=C(N2)CC[C@@H](C3)N3CCC(CC3)=O)C=CC1 (3-[4-(4-cyano-phenyl)-pyrazol-1-ylmethyl]-N—[(S)-6-(4-oxo-piperidin-1-yl)-4,5,6,7-tetrahydro-benzothiazol-2-yl]-benzamide). Yield: 28.9%. As a reaction SMILES: [CH:1]([C:3]([CH:5]=[CH2:6])=[O:4])=[CH2:2].[NH2:7][C@H:8]1[CH2:39][CH2:38][C:11]2[N:12]=[C:13]([NH:15][C:16](=[O:37])[C:17]3[CH:22]=[CH:21][CH:20]=[C:19]([CH2:23][N:24]4[CH:28]=[C:27]([C:29]5[CH:34]=[CH:33][C:32]([C:35]#[N:36])=[CH:31][CH:30]=5)[CH:26]=[N:25]4)[CH:18]=3)[S:14][C:10]=2[CH2:9]1>C(Cl)Cl.CO>[C:35]([C:32]1[CH:31]=[CH:30][C:29]([C:27]2[CH:26]=[N:25][N:24]([CH2:23][C:19]3[CH:18]=[C:17]([CH:22]=[CH:21][CH:20]=3)[C:16]([NH:15][C:13]3[S:14][C:10]4[CH2:9][C@@H:8]([N:7]5[CH2:6][CH2:5][C:3](=[O:4])[CH2:1][CH2:2]5)[CH2:39][CH2:38][C:11]=4[N:12]=3)=[O:37])[CH:28]=2)=[CH:34][CH:33]=1)#[N:36]. Procedure: Add a solution of divinyl ketone (0.08 g 1.03 mmol) in 1 mL of CH2Cl2 to a solution of N—((S)-6-amino-4,5,6,7-tetrahydro-benzothiazol-2-yl)-3-[4-(4-cyano-phenyl)-pyrazol-1-ylmethyl]-benzamide (0.47 g, 1.03 mmol) in 10 mL of CH2Cl2 and 10 mL of MeOH. Stir the solution for 3 h at room temperature and concentrate the mixture. Purify the residue via column chromatography eluting with 1-10% CH2Cl2/MeOH to give 0.16 g, 30% yield of 3-[4-(4-cyano-phenyl)-pyrazol-1-ylmethyl]-N—[(S)-6-(4-oxo-piperidin-1-... Reactants: C(C)(C)(C)OC(=O)N1CC(NCC1)CC ((RS) 4-tert-butoxycarbonyl-2-ethylpiperazine), N1=CC=CC=C1 (pyridine), ClC(Cl)(OC(OC(Cl)(Cl)Cl)=O)Cl (triphosgene). The solvent is C(Cl)Cl (DCM), C(Cl)Cl (DCM). Reaction conditions: time 30 minute. The product is ClC(=O)N1C(CN(CC1)C(=O)OC(C)(C)C)CC ((RS) 1-Chlorocarbonyl-2-ethyl-4-tert-butoxycarbonylpiperazine). Isolated yield 190.4%. RXN SMILES: [C:1]([O:5][C:6]([N:8]1[CH2:13][CH2:12][NH:11][CH:10]([CH2:14][CH3:15])[CH2:9]1)=[O:7])([CH3:4])([CH3:3])[CH3:2].N1C=CC=CC=1.[Cl:22][C:23](Cl)([O:25]C(=O)OC(Cl)(Cl)Cl)Cl>C(Cl)Cl>[Cl:22][C:23]([N:11]1[CH2:12][CH2:13][N:8]([C:6]([O:5][C:1]([CH3:4])([CH3:3])[CH3:2])=[O:7])[CH2:9][CH:10]1[CH2:14][CH3:15])=[O:25]. Procedure: a solution of (RS) 4-tert-butoxycarbonyl-2-ethylpiperazine (3.95 g) and pyridine (1.64 ml) in DCM (35 ml) was added dropwise to a stirred solution of triphosgene (2.1 g) in DCM (100 ml) at 0° C. under Ar. The mixture was warmed to room temperature, stirred for 30 min then washed with water (100 ml) and brine (100 ml). The organic solution was dried (sodium sulfate) and concentrated in vacuo. The residue was dissolved in isohexane, filtered and concentrated in vacuo to give the product as a clear... The reactants are N1=C2N(C(NC1=O)=O)CCCC2 (6,7,8,9-tetrahydropyrido[1,2-a][1,3,5]triazine-2,4-dione), C(Br)C1CO1 (epibromohydrin), [H-].[Na+] (sodium hydride). Solvent: CN(C=O)C (N,N-dimethylformamide). Conditions: time 8 hour. Yields the product O1C(C1)CN1C(N=C2N(C1=O)CCCC2)=O (3-Oxiranylmethyl-6,7,8,9-tetrahydropyrido[1,2-a][1,3,5]triazine-2,4-dione). Isolated yield 72.6%. As a reaction SMILES: [N:1]1[C:6](=[O:7])[NH:5][C:4](=[O:8])[N:3]2[CH2:9][CH2:10][CH2:11][CH2:12][C:2]=12.[CH2:13]([CH:15]1[O:17][CH2:16]1)Br.[H-].[Na+]>CN(C)C=O>[O:17]1[CH2:16][CH:15]1[CH2:13][N:5]1[C:4](=[O:8])[N:3]2[CH2:9][CH2:10][CH2:11][CH2:12][C:2]2=[N:1][C:6]1=[O:7] |f:2.3|. Reported procedure: After dissolving 6,7,8,9-tetrahydropyrido[1,2-a][1,3,5]triazine-2,4-dione (CAS 133365-43-2) (195 mg) and epibromohydrin (321 mg) in N,N-dimethylformamide (1 ml), sodium hydride (60% in oil) (52 mg) was added and the mixture was stirred overnight at room temperature. The reaction mixture was concentrated under reduced pressure, and the residue was purified by NH silica gel column chromatography. The title compound (189 mg) was thus obtained. The reactants are [Li+].[OH-] (LiOH), ice, FC1=CC=C(C=C1)NC(CN1C=CC2=C1C(N(C(=C2C2=CC=C(C=C2)C)C(C(=O)OC)O)C)=O)=O (methyl 2-(1-(2-((4-fluorophenyl)amino)-2-oxoethyl)-6-methyl-7-oxo-4-(p-tolyl)-6,7-dihydro-1H-pyrrolo[2,3-c]pyridin-5-yl)-2-hydroxyacetate), Cl(=O)(=O)(=O)O (perchloric acid). Solvent: O1CCCC1 (Tetrahydrofuran), C(C)(=O)OC(C)(C)C (t-Butyl acetate). Run at time 2 hour. The product is C(C)(C)(C)OC(C(=O)O)C1=C(C2=C(C(N1C)=O)N(C=C2)CC(=O)NC2=CC=C(C=C2)F)C2=CC=C(C=C2)C (2-(tert-butoxy)-2-(1-(2-((4-fluorophenyl)amino)-2-oxoethyl)-6-methyl-7-oxo-4-(p-tolyl)-6,7-dihydro-1H-pyrrolo[2,3-c]pyridin-5-yl)acetic acid). Reaction SMILES: [F:1][C:2]1[CH:7]=[CH:6][C:5]([NH:8][C:9](=[O:35])[CH2:10][N:11]2[C:15]3[C:16](=[O:34])[N:17]([CH3:33])[C:18]([CH:27]([OH:32])[C:28]([O:30]C)=[O:29])=[C:19]([C:20]4[CH:25]=[CH:24][C:23]([CH3:26])=[CH:22][CH:21]=4)[C:14]=3[CH:13]=[CH:12]2)=[CH:4][CH:3]=1.Cl(O)(=O)(=O)=O.[Li+].[OH-]>C(OC(C)(C)C)(=O)C.O1CCCC1>[C:14]([O:32][CH:27]([C:18]1[N:17]([CH3:33])[C:16](=[O:34])[C:15]2[N:11]([CH2:10][C:9]([NH:8][C:5]3[CH:6]=[CH:7][C:2]([F:1])=[CH:3][CH:4]=3)=[O:35])[CH:12]=[CH:13][C:14]=2[C:19]=1[C:20]1[CH:25]=[CH:24][C:23]([CH3:26])=[CH:22][CH:21]=1)[C:28]([OH:30])=[O:29])([CH3:19])([CH3:15])[CH3:13] |f:2.3|. Procedure details: An ice cold mixture of methyl 2-(1-(2-((4-fluorophenyl)amino)-2-oxoethyl)-6-methyl-7-oxo-4-(p-tolyl)-6,7-dihydro-1H-pyrrolo[2,3-c]pyridin-5-yl)-2-hydroxyacetate (20.5 mg, 0.043 mmol) in t-Butyl acetate (5.0 mL) was treated with perchloric acid (0.2 mL, 0.102 mmol) and then stirred at ambient temperature for 2 hours. The mixture was quenched with 3M NaOH and extracted with ethyl acetate. The combined extracts were washed with brine, dried over sodium sulfate filtered and concentrated. The residue...